Dataset: the Open Reaction Database (ORD), a public repository of structured organic reaction records. Task: describe an organic reaction: reactants, conditions, products, and yield Starting materials: CC(NC(=O)OC(C)(C)C)c1cccc(C(=O)O)c1, CCN(C(C)C)C(C)C, CCN=C=NCCCN(C)C, CNC(Cc1ccc2ccccc2c1)C(=O)N(C)CCc1cccs1, CN(C)C=O, CCOC(C)=O, ClCCl, Cl, On1nnc2cccnc21. Product: CC(NC(=O)OC(C)(C)C)c1cccc(C(=O)N(C)C(Cc2ccc3ccccc3c2)C(=O)N(C)CCc2cccs2)c1. As a reaction SMILES: [C:1]([CH3:2])([CH3:3])([CH3:4])[O:5][C:6](=[O:7])[NH:8][CH:9]([CH3:10])[c:11]1[cH:12][c:13]([C:14](=[O:15])[OH:16])[cH:17][cH:18][cH:19]1.[CH2:67]([N:68]([CH:69]([CH3:70])[CH3:71])[CH:72]([CH3:73])[CH3:74])[CH3:75].[CH3:31][N:32]([CH3:33])[CH2:34][CH2:35][CH2:36][N:37]=[C:38]=[N:39][CH2:40][CH3:41].[CH3:42][N:43]([C:44]([CH:45]([CH2:46][c:47]1[cH:48][c:49]2[cH:50][cH:51][cH:52][cH:53][c:54]2[cH:55][cH:56]1)[NH:57][CH3:58])=[O:59])[CH2:60][CH2:61][c:62]1[s:63][cH:64][cH:65][cH:66]1.[CH3:79][N:80]([CH3:81])[CH:82]=[O:83].[CH3:84][CH2:85][O:86][C:87](=[O:88])[CH3:89].[Cl:76][CH2:77][Cl:78].[ClH:30].[OH:20][n:21]1[c:22]2[n:23][cH:24][cH:25][cH:26][c:27]2[n:28][n:29]1>>[C:1]([CH3:2])([CH3:3])([CH3:4])[O:5][C:6](=[O:7])[NH:8][CH:9]([CH3:10])[c:11]1[cH:12][c:13]([C:14](=[O:16])[N:57]([CH:45]([C:44]([N:43]([CH3:42])[CH2:60][CH2:61][c:62]2[s:63][cH:64][cH:65][cH:66]2)=[O:59])[CH2:46][c:47]2[cH:48][c:49]3[cH:50][cH:51][cH:52][cH:53][c:54]3[cH:55][cH:56]2)[CH3:58])[cH:17][cH:18][cH:19]1. The reactants are [Li]CCCC, C[Si](C)(Cl)CC[Si](C)(C)Cl, Nc1ccc(Br)cn1, C1CCOC1. Product: C[Si]1(C)CC[Si](C)(C)N1c1ccc(Br)cn1. As a reaction SMILES: [CH2:9]([Li:10])[CH2:11][CH2:12][CH3:13].[Cl:14][Si:15]([CH2:16][CH2:17][Si:18]([CH3:19])([CH3:20])[Cl:21])([CH3:22])[CH3:23].[NH2:1][c:2]1[n:3][cH:4][c:5]([Br:8])[cH:6][cH:7]1.[O:24]1[CH2:25][CH2:26][CH2:27][CH2:28]1>>[N:1]1([c:2]2[n:3][cH:4][c:5]([Br:8])[cH:6][cH:7]2)[Si:15]([CH3:22])([CH3:23])[CH2:16][CH2:17][Si:18]1([CH3:19])[CH3:20].